Dataset: the Open Reaction Database (ORD), a public repository of structured organic reaction records. Task: describe an organic reaction: reactants, conditions, products, and yield Starting materials: N#Cc1ccc(OCCCBr)cc1, O=C([O-])[O-], CN(C)C=O, Cc1ccccc1, [K+], [K+], N#Cc1ccc(OCCCC2CCNCC2)cc1, O. Yields the product N#Cc1ccc(OCCCC2CCN(CCCOc3ccc(C#N)cc3)CC2)cc1. Reaction SMILES: [Br:30][CH2:31][CH2:32][CH2:33][O:34][c:35]1[cH:36][cH:37][c:38]([C:39]#[N:40])[cH:41][cH:42]1.[C:24](=[O:25])([O-:26])[O-:27].[CH3:1][N:2]([CH3:3])[CH:4]=[O:5].[CH3:44][c:45]1[cH:46][cH:47][cH:48][cH:49][cH:50]1.[K+:28].[K+:29].[NH:6]1[CH2:7][CH2:8][CH:9]([CH2:12][CH2:13][CH2:14][O:15][c:16]2[cH:17][cH:18][c:19]([C:20]#[N:21])[cH:22][cH:23]2)[CH2:10][CH2:11]1.[OH2:43]>>[N:6]1([CH2:31][CH2:32][CH2:33][O:34][c:35]2[cH:36][cH:37][c:38]([C:39]#[N:40])[cH:41][cH:42]2)[CH2:7][CH2:8][CH:9]([CH2:12][CH2:13][CH2:14][O:15][c:16]2[cH:17][cH:18][c:19]([C:20]#[N:21])[cH:22][cH:23]2)[CH2:10][CH2:11]1. The reactants are C[O-].[Na+] (sodium methylate), BrC1=CC(=CC=C1)Br (1,3-dibromobenzene), C1(=CC=CC=C1)O (phenol), cuprous bromide. Solvent: CO (methanol), COCCOCCOC (2-methoxyethyl ether). Reaction conditions: time 24 hour. Product: BrC1=CC(=CC=C1)OC1=CC=CC=C1 (1-bromo-3-phenoxybenzene). The yield is 38.4%. RXN SMILES: C[O-].[Na+].[C:4]1([OH:10])[CH:9]=[CH:8][CH:7]=[CH:6][CH:5]=1.Br[C:12]1[CH:17]=[CH:16][CH:15]=[C:14]([Br:18])[CH:13]=1>CO.COCCOCCOC>[Br:18][C:14]1[CH:15]=[CH:16][CH:17]=[C:12]([O:10][C:4]2[CH:9]=[CH:8][CH:7]=[CH:6][CH:5]=2)[CH:13]=1 |f:0.1|. Procedure: To a stirred mixture of 23 g sodium methylate in 69 g methanol and 200 ml of 2-methoxyethyl ether (diglyme) at room temperature was added dropwise 40.0 g of phenol in a period of 1/2 hour. The reaction mixture was then heated to 165°, and 5.0 g cuprous bromide was added. The reaction mixture was cooled to 150° and 100.0 g of 1,3-dibromobenzene was added rapidly. Upon complete addition, the reaction mixture was warmed to 165° and stirred for 24 hours. The reaction mixture was then allowed to cool... Reactants: CCCCC(=O)c1c(-c2ccc3cc(OCC(=O)OCC)ccc3c2)oc2ccccc12, CCO, [Na+], [OH-], O. Yields the product CCCCC(=O)c1c(-c2ccc3cc(OCC(=O)O)ccc3c2)oc2ccccc12. As a reaction SMILES: [C:1]([CH2:2][CH2:3][CH2:4][CH3:5])(=[O:6])[c:7]1[c:8](-[c:16]2[cH:17][c:18]3[cH:19][cH:20][c:21]([O:26][CH2:27][C:28](=[O:29])[O:30][CH2:31][CH3:32])[cH:22][c:23]3[cH:24][cH:25]2)[o:9][c:10]2[c:11]1[cH:12][cH:13][cH:14][cH:15]2.[CH3:35][CH2:36][OH:37].[Na+:34].[OH-:33].[OH2:38]>>[C:1]([CH2:2][CH2:3][CH2:4][CH3:5])(=[O:6])[c:7]1[c:8](-[c:16]2[cH:17][c:18]3[cH:19][cH:20][c:21]([O:26][CH2:27][C:28](=[O:29])[OH:30])[cH:22][c:23]3[cH:24][cH:25]2)[o:9][c:10]2[c:11]1[cH:12][cH:13][cH:14][cH:15]2.